This data is from the Open Reaction Database (ORD), a public repository of structured organic reaction records. The task is: describe an organic reaction: reactants, conditions, products, and yield Starting materials: FC1=C(N)C(=CC(=C1F)F)F (2,3,4,6-tetrafluoroaniline), C1=CC=CC=C1 (benzene), N(=O)OC(C)(C)C (t-butyl nitrite). Run in CCCCCCC (n-Heptane). Yields the product FC1=C(C(=CC(=C1F)F)F)C1=CC=CC=C1 (2,3,4,6-tetrafluoro-[1,1'-biphenyl]). Reaction SMILES: [F:1][C:2]1[C:8]([F:9])=[C:7]([F:10])[CH:6]=[C:5]([F:11])[C:3]=1N.[CH:12]1[CH:17]=[CH:16][CH:15]=[CH:14][CH:13]=1.N(OC(C)(C)C)=O>CCCCCCC>[F:1][C:2]1[C:8]([F:9])=[C:7]([F:10])[CH:6]=[C:5]([F:11])[C:3]=1[C:12]1[CH:17]=[CH:16][CH:15]=[CH:14][CH:13]=1. Reported procedure: A stirred solution of 2,3,4,6-tetrafluoroaniline (50 g, 0.30 mole) in benzene (236.6 g, 3.03 mole) was heated under reflux. During a 45 minute period, t-butyl nitrite (46.8 g, 0.455 mole) was added to the reaction mixture. After complete addition the mixture was heated at reflux for 23/4 hours. n-Heptane (1 l) was added, and the solvent was distilled from the reaction flask until a head temperature of 101° was reached. The pot residue was cooled and subjected to column chromatography on silica g... Starting materials: C(CCCCCCCCCCCCCCCCCC)[Mg]Br (n-Nonadecylmagnesium bromide), C(C)OC(OCC)=O (diethylcarbonate), C(CCCCCCCCC)[Mg]Br (n-Decylmagnesium bromide), Cl (HCl), C(CCCCCCCCCCCCC)[Mg]Br (n-Tetradecylmagnesium bromide). Solvent: C(C)OCC (ethyl ether), C(C)OCC (diethyl ether). Reaction conditions: temperature 30 celsius, time 1 hour. Product: C(CCCCCCCCCCCCCCCCCC)C(O)(CCCCCCCCCC)CCCCCCCCCCCCCC (n-nonadecyl-n-tetradecyl-n-decylcarbinol). Reaction SMILES: [CH2:1]([Mg]Br)[CH2:2][CH2:3][CH2:4][CH2:5][CH2:6][CH2:7][CH2:8][CH2:9][CH2:10][CH2:11][CH2:12][CH2:13][CH2:14][CH2:15][CH2:16][CH2:17][CH2:18][CH3:19].C(OC(=O)[O:26][CH2:27][CH3:28])C.C([Mg]Br)[CH2:31][CH2:32][CH2:33][CH2:34][CH2:35][CH2:36][CH2:37][CH2:38][CH2:39][CH2:40][CH2:41][CH2:42][CH3:43].[CH2:46]([Mg]Br)[CH2:47][CH2:48][CH2:49][CH2:50][CH2:51][CH2:52][CH2:53][CH2:54][CH3:55].Cl>C(OCC)C>[CH2:1]([C:27]([CH2:28][CH2:43][CH2:42][CH2:41][CH2:40][CH2:39][CH2:38][CH2:37][CH2:36][CH2:35][CH2:34][CH2:33][CH2:32][CH3:31])([CH2:46][CH2:47][CH2:48][CH2:49][CH2:50][CH2:51][CH2:52][CH2:53][CH2:54][CH3:55])[OH:26])[CH2:2][CH2:3][CH2:4][CH2:5][CH2:6][CH2:7][CH2:8][CH2:9][CH2:10][CH2:11][CH2:12][CH2:13][CH2:14][CH2:15][CH2:16][CH2:17][CH2:18][CH3:19]. Procedure details: n-Nonadecylmagnesium bromide (0.33 moles) in ethyl ether is slowly added to 0.33 mole of diethylcarbonate in 100 ml diethyl ether and stirred for one hour at 30° C. (nitrogen atmosphere). n-Tetradecylmagnesium bromide (0.33 mole) is slowly added to the solution and stirred for one hour at 30° C. n-Decylmagnesium bromide (0.33 mole) is slowly added to the solution and stirred for one hour at 30° C. The mixture is then slowly poured into 600 ml of a cold 10% HCl solution. The organic layer is drie...